This data is from the Open Reaction Database (ORD), a public repository of structured organic reaction records. The task is: describe an organic reaction: reactants, conditions, products, and yield Starting materials: OC=1C=CC=C2C=CC(=NC12)C (8-Hydroxyquinaldine), C1CN2CCN1CC2 (DABCO), BrC=1C(=C(C=C(C=O)C1)OC)OC (5-bromo-3,4-dimethoxybenzaldehyde), C(CC#N)#N (malononitrile). Solvent: C(C)O (ethanol), O (water). Run at temperature 80 celsius, time 3 day. Product: NC1=C(C(C=2C=CC3=CC=C(N=C3C2O1)C)C1=CC(=C(C(=C1)OC)OC)Br)C#N (3-Amino-1-(3-bromo-4,5-dimethoxy-phenyl)-6-methyl-1H-4-oxa-5-aza-phenanthrene-2-carbonitrile). Isolated yield 24.0%. Reaction SMILES: [OH:1][C:2]1[CH:3]=[CH:4][CH:5]=[C:6]2[C:11]=1[N:10]=[C:9]([CH3:12])[CH:8]=[CH:7]2.[Br:13][C:14]1[C:15]([O:24][CH3:25])=[C:16]([O:22][CH3:23])[CH:17]=[C:18]([CH:21]=1)[CH:19]=O.[C:26](#[N:30])[CH2:27][C:28]#[N:29].C1N2CCN(CC2)C1>C(O)C.O>[NH2:30][C:26]1[O:1][C:2]2[C:11]3[C:6](=[CH:7][CH:8]=[C:9]([CH3:12])[N:10]=3)[CH:5]=[CH:4][C:3]=2[CH:19]([C:18]2[CH:17]=[C:16]([O:22][CH3:23])[C:15]([O:24][CH3:25])=[C:14]([Br:13])[CH:21]=2)[C:27]=1[C:28]#[N:29]. Procedure: 8-Hydroxyquinaldine (382 mg, 2.4 mmol), 5-bromo-3,4-dimethoxybenzaldehyde (490 mg, 2 mmol) and malononitrile (132 mg, 2 mmol) were taken in 25 ml ethanol at room temperature, charged with DABCO (22 μl, 0.3 mmol) and then stirred at 80° C. under LC-MS control for 3 days. The reaction mixture was cooled down to room temperature, diluted with water to about 100 ml and then extracted with ethyl acetate (2×50 ml). The organic solution was washed with 5% sodium bicarbonate solution (2×50 ml) and then ... The reactants are C(C)(=O)O[BH-](OC(C)=O)OC(C)=O.[Na+] (sodium triacetoxyborohydride), crude mixture, [OH-].[Na+] (sodium hydroxide), C(C)(C)(C)OC(=O)N1CC(C(C1)=O)F (3-fluoro-4-oxopyrrolidine-1-carboxylic acid tert-butyl ester), ClC1=C(CN)C=CC(=C1)Cl (2,4-dichlorobenzylamine). The reagents and catalysts are C(C)(=O)O (acetic acid). The solvent is ClCCCl (1,2-dichloroethane). Reaction conditions: time 8 hour. The product is C(C)(C)(C)OC(=O)N1CC(C(C1)F)NCC1=C(C=C(C=C1)Cl)Cl (3-(2,4-dichlorobenzylamino)-4-fluoropyrrolidine-1-carboxylic acid tert-butyl ester). Isolated yield 22.0%. Reaction SMILES: C(O[BH-](OC(=O)C)OC(=O)C)(=O)C.[Na+].[C:15]([O:19][C:20]([N:22]1[CH2:26][C:25](=O)[CH:24]([F:28])[CH2:23]1)=[O:21])([CH3:18])([CH3:17])[CH3:16].[Cl:29][C:30]1[CH:37]=[C:36]([Cl:38])[CH:35]=[CH:34][C:31]=1[CH2:32][NH2:33].[OH-].[Na+]>ClCCCl.C(O)(=O)C>[C:15]([O:19][C:20]([N:22]1[CH2:23][CH:24]([F:28])[CH:25]([NH:33][CH2:32][C:31]2[CH:34]=[CH:35][C:36]([Cl:38])=[CH:37][C:30]=2[Cl:29])[CH2:26]1)=[O:21])([CH3:18])([CH3:17])[CH3:16] |f:0.1,4.5|. Procedure: Add sodium triacetoxyborohydride (156 mg, 0.73 mmol) to a mixture of 3-fluoro-4-oxopyrrolidine-1-carboxylic acid tert-butyl ester (100 mg, 0.5 mmol) and 2,4-dichlorobenzylamine (65 μL, 0.5 mmol) in 1,2-dichloroethane (1.5 mL), followed by 2 drops of glacial acetic acid and stir overnight at room temperature. Pour the crude mixture into 2 N sodium hydroxide and extract with ethyl acetate, wash with water, dry (magnesium sulfate), concentrate and chromatograph on silica gel to give 3-(2,4-dichloro... The reactants are C[Si](C)(C)C#CC1=CC=C(C=C1)N(C1=CC=C(C=C1)C#C[Si](C)(C)C)C1=CC=C(C=C1)C#C[Si](C)(C)C (tri(4-trimethylsilylethynylphenyl)amine), [F-].[K+] (potassium fluoride), O1CCCC1 (tetrahydrofuran). Solvent: CO (methanol). Reaction conditions: temperature 50 celsius. The product is C(#C)C1=CC=C(C=C1)N(C1=CC=C(C=C1)C#C)C1=CC=C(C=C1)C#C (tri(4-ethynylphenyl)amine). The yield is 74.9%. RXN SMILES: O1CCCC1.C[Si]([C:10]#[C:11][C:12]1[CH:17]=[CH:16][C:15]([N:18]([C:31]2[CH:36]=[CH:35][C:34]([C:37]#[C:38][Si](C)(C)C)=[CH:33][CH:32]=2)[C:19]2[CH:24]=[CH:23][C:22]([C:25]#[C:26][Si](C)(C)C)=[CH:21][CH:20]=2)=[CH:14][CH:13]=1)(C)C.[F-].[K+]>CO>[C:25]([C:22]1[CH:21]=[CH:20][C:19]([N:18]([C:15]2[CH:14]=[CH:13][C:12]([C:11]#[CH:10])=[CH:17][CH:16]=2)[C:31]2[CH:36]=[CH:35][C:34]([C:37]#[CH:38])=[CH:33][CH:32]=2)=[CH:24][CH:23]=1)#[CH:26] |f:2.3|. Procedure details: To a mixture of 180 ml of tetrahydrofuran (THF) and 240 ml of methanol were added 13.84 g (0.026 mol) of tri(4-trimethylsilylethynylphenyl)amine and 4.53 g (0.078 mol) of potassium fluoride. The reaction mixture was heated at 50° C. for 5 h, cooled down to room temperature, and solvent was removed under the reduced pressure. The residue was extracted with ether and the ether layer was washed with distilled water. The washed ether layer was concentrated to give crude product. The crude product wa... Starting materials: C(C)(=O)O[C@@H]1C([C@@H]2CC[C@]3([C@@]4(CC[C@@]5([C@@H]([C@H]4CC[C@@H]3[C@]2(CC1)C)[C@@H](CC5)C(=C)C)C(N[C@H]5C[C@H](CC5)CN5CC(CCC5)C)=O)C)C)(C)C ((1R,3aS,5aR,5bR,7aR,9S,11aR,11bR,13aR,13bR)-5a,5b,8,8,11a-pentamethyl-3a-((1R,3S)-3-((3-methylpiperidin-1-yl)methyl)cyclopentylcarbamoyl)-1-(prop-1-en-2-yl)icosahydro-1H-cyclopenta[a]chrysen-9-yl acetate), [OH-].[Na+] (sodium hydroxide). Run in C1CCOC1 (THF). Conditions: time 6 hour. Product: O[C@@H]1C([C@@H]2CC[C@]3([C@@]4(CC[C@@]5([C@@H]([C@H]4CC[C@@H]3[C@]2(CC1)C)[C@@H](CC5)C(=C)C)C(=O)N[C@H]5C[C@H](CC5)CN5CC(CCC5)C)C)C)(C)C ((1R,3aS,5aR,5bR,7aR,9S,11aR,11bR,13aR,13bR)-9-hydroxy-5a,5b,8,8,11a-pentamethyl-N-((1R,3S)-3-((3-methylpiperidin-1-yl)methyl)cyclopentyl)-1-(prop-1-en-2-yl)icosahydro-1H-cyclopenta[a]chrysene-3a-carboxamide). The yield is 66.1%. As a reaction SMILES: C([O:4][C@H:5]1[CH2:22][CH2:21][C@@:20]2([CH3:23])[C@@H:7]([CH2:8][CH2:9][C@:10]3([CH3:47])[C@@H:19]2[CH2:18][CH2:17][C@H:16]2[C@@:11]3([CH3:46])[CH2:12][CH2:13][C@@:14]3([C:30](=[O:45])[NH:31][C@@H:32]4[CH2:36][CH2:35][C@H:34]([CH2:37][N:38]5[CH2:43][CH2:42][CH2:41][CH:40]([CH3:44])[CH2:39]5)[CH2:33]4)[CH2:26][CH2:25][C@@H:24]([C:27]([CH3:29])=[CH2:28])[C@@H:15]32)[C:6]1([CH3:49])[CH3:48])(=O)C.[OH-].[Na+]>C1COCC1>[OH:4][C@H:5]1[CH2:22][CH2:21][C@@:20]2([CH3:23])[C@@H:7]([CH2:8][CH2:9][C@:10]3([CH3:47])[C@@H:19]2[CH2:18][CH2:17][C@H:16]2[C@@:11]3([CH3:46])[CH2:12][CH2:13][C@@:14]3([C:30]([NH:31][C@@H:32]4[CH2:36][CH2:35][C@H:34]([CH2:37][N:38]5[CH2:43][CH2:42][CH2:41][CH:40]([CH3:44])[CH2:39]5)[CH2:33]4)=[O:45])[CH2:26][CH2:25][C@@H:24]([C:27]([CH3:29])=[CH2:28])[C@@H:15]32)[C:6]1([CH3:48])[CH3:49] |f:1.2|. Procedure: (1R,3aS,5aR,5bR,7aR,9S,11aR,11bR,13aR,13bR)-5a,5b,8,8,11a-pentamethyl-3a-((1R,3S)-3-((3-methylpiperidin-1-yl)methyl)cyclopentylcarbamoyl)-1-(prop-1-en-2-yl)icosahydro-1H-cyclopenta[a]chrysen-9-yl acetate (Example 49, 0.5 g) in MeoH:THF (8:8 ml) and cooled the contents to 0° C. then sodium hydroxide (0.12 g in 4 ml water) was added and stirred for about 6 hours at room temperature. Completion of the reaction (monitored by TLC), the reaction mixture was evaporated under reduced pressure and the re... Starting materials: COC(=O)C=1C(=C2C=C(C(N(C2=C(N1)C#N)CC1=CC=CC=C1)=O)C1=CC=CC=C1)O (1-benzyl-8-cyano-5-hydroxy-2-oxo-3-phenyl-1,2-dihydro-[1,7]naphthyridine-6-carboxylic acid methyl ester), CN (methylamine), O (water). Run in CCO (EtOH). Run at temperature 80 celsius. Product: CNC(=O)C=1C(=C2C=C(C(N(C2=C(N1)C#N)CC1=CC=CC=C1)=O)C1=CC=CC=C1)O (1-Benzyl-8-cyano-5-hydroxy-2-oxo-3-phenyl-1,2-dihydro-[1,7]naphthyridine-6-carboxylic acid methylamide). Reaction SMILES: C[O:2][C:3]([C:5]1[C:6]([OH:31])=[C:7]2[C:12](=[C:13]([C:15]#[N:16])[N:14]=1)[N:11]([CH2:17][C:18]1[CH:23]=[CH:22][CH:21]=[CH:20][CH:19]=1)[C:10](=[O:24])[C:9]([C:25]1[CH:30]=[CH:29][CH:28]=[CH:27][CH:26]=1)=[CH:8]2)=O.[CH3:32][NH2:33].O>CCO>[CH3:32][NH:33][C:3]([C:5]1[C:6]([OH:31])=[C:7]2[C:12](=[C:13]([C:15]#[N:16])[N:14]=1)[N:11]([CH2:17][C:18]1[CH:23]=[CH:22][CH:21]=[CH:20][CH:19]=1)[C:10](=[O:24])[C:9]([C:25]1[CH:26]=[CH:27][CH:28]=[CH:29][CH:30]=1)=[CH:8]2)=[O:2]. Procedure details: A mixture of 1-benzyl-8-cyano-5-hydroxy-2-oxo-3-phenyl-1,2-dihydro-[1,7]naphthyridine-6-carboxylic acid methyl ester (35 mg, 0.085 mmol) and methylamine (1 mL, 2M in THF) in 2 mL of EtOH was heated in a sealed tube at 80° C. for 4 h. After cooling to r.t., 3 mL of water was added. The resulting suspension was filtered, and the crude solid was purified by silica gel chromatography (0-20% EtOAc/CH2Cl2+1% AcOH) to give 13 mg of the title compound as a white solid. MS: (+) m/z 411.01 (M+1).